This data is from the Open Reaction Database (ORD), a public repository of structured organic reaction records. The task is: describe an organic reaction: reactants, conditions, products, and yield Reactants: CC1CN1C(=O)OC(C)(C)C, FC(F)(F)c1cc(Br)c2occc2c1. Product: CC(Cc1cc(C(F)(F)F)cc2ccoc12)NC(=O)OC(C)(C)C. Reaction SMILES: [C:15]([CH3:16])([CH3:17])([CH3:18])[O:19][C:20](=[O:21])[N:22]1[CH:23]([CH3:25])[CH2:24]1.[F:1][C:2]([c:3]1[cH:4][c:5]([Br:12])[c:6]2[c:7]([cH:8][cH:9][o:10]2)[cH:11]1)([F:13])[F:14]>>[F:1][C:2]([c:3]1[cH:4][c:5]([CH2:24][CH:23]([NH:22][C:20]([O:19][C:15]([CH3:16])([CH3:17])[CH3:18])=[O:21])[CH3:25])[c:6]2[c:7]([cH:8][cH:9][o:10]2)[cH:11]1)([F:13])[F:14]. Starting materials: CC1CCCC(C)(C(=O)c2c[nH]c3ncc(Br)nc23)C1, COc1cc(B(O)O)cc(OC)c1OC. Yields the product COc1cc(-c2cnc3[nH]cc(C(=O)C4(C)CCCC(C)C4)c3n2)cc(OC)c1OC. RXN SMILES: [Br:1][c:2]1[n:3][c:4]2[c:5]([n:6][cH:7]1)[nH:8][cH:9][c:10]2[C:11](=[O:12])[C:13]1([CH3:20])[CH2:14][CH:15]([CH3:19])[CH2:16][CH2:17][CH2:18]1.[CH3:21][O:22][c:23]1[cH:24][c:25]([B:33]([OH:34])[OH:35])[cH:26][c:27]([O:31][CH3:32])[c:28]1[O:29][CH3:30]>>[c:2]1(-[c:25]2[cH:24][c:23]([O:22][CH3:21])[c:28]([O:29][CH3:30])[c:27]([O:31][CH3:32])[cH:26]2)[n:3][c:4]2[c:5]([n:6][cH:7]1)[nH:8][cH:9][c:10]2[C:11](=[O:12])[C:13]1([CH3:20])[CH2:14][CH:15]([CH3:19])[CH2:16][CH2:17][CH2:18]1. Reactants: [Al+3], COc1ccc(Br)cc1, CC(C)(C)Cl, [Cl-], [Cl-], [Cl-], O. Yields the product COc1ccc(Br)cc1C(C)(C)C. RXN SMILES: [Al+3:2].[Br:5][c:6]1[cH:7][cH:8][c:9]([O:12][CH3:13])[cH:10][cH:11]1.[C:14]([CH3:15])([CH3:16])([CH3:17])[Cl:18].[Cl-:1].[Cl-:3].[Cl-:4].[OH2:19]>>[Br:5][c:6]1[cH:7][c:8]([C:14]([CH3:15])([CH3:16])[CH3:17])[c:9]([O:12][CH3:13])[cH:10][cH:11]1.